describe an organic reaction: reactants, conditions, products, and yield From a dataset of the Open Reaction Database (ORD), a public repository of structured organic reaction records. Reactants: OCC=1C=C(C(N2CCC3=C(C12)C=C(C=C3)Cl)=O)C3=CC=CC=C3 (6,7-dihydro-1-(hydroxymethyl)-3-phenyl-10-chloro-4H-benzo[a]quinolizine-4-one), ClC(=O)OC1=CC=CC=C1 (phenyl chloroformate), NCC#N (aminoacetonitrile), C([O-])([O-])=O (carbonate). The solvent is O1CCOCC1 (dioxane), N1=CC=CC=C1 (pyridine). Reaction conditions: time 3 hour. Yields the product [[(10-chloro-6,7-7-dihydro-4-oxo-3-phenyl-4H-benzo[a]quinolizine-1-yl)methyl]amino]acetonitrile, ClC=1C=CC2=C(C3=C(C=C(C(N3CC2)=O)C2=CC=CC=C2)COC(NCC#N)=O)C1 ((10-chloro-6,7-dihydro-4-oxo-3-phenyl-4H-benzo[a]quinolizine-1-yl)methyl-(cyanomethyl)carbamate). As a reaction SMILES: [OH:1][CH2:2][C:3]1[CH:4]=[C:5]([C:19]2[CH:24]=[CH:23][CH:22]=[CH:21][CH:20]=2)[C:6](=[O:18])[N:7]2[C:12]=1[C:11]1[CH:13]=[C:14]([Cl:17])[CH:15]=[CH:16][C:10]=1[CH2:9][CH2:8]2.Cl[C:26](OC1C=CC=CC=1)=[O:27].[NH2:35][CH2:36][C:37]#[N:38].C(=O)([O-])[O-]>O1CCOCC1.N1C=CC=CC=1>[Cl:17][C:14]1[CH:15]=[CH:16][C:10]2[CH2:9][CH2:8][N:7]3[C:12](=[C:3]([CH2:2][O:1][C:26](=[O:27])[NH:38][CH2:37][C:36]#[N:35])[CH:4]=[C:5]([C:19]4[CH:24]=[CH:23][CH:22]=[CH:21][CH:20]=4)[C:6]3=[O:18])[C:11]=2[CH:13]=1. Procedure: A suspension of 0.676 g of 6,7-dihydro-1-(hydroxymethyl)-3-phenyl-10-chloro-4H-benzo[a]quinolizine-4-one in 18 ml of dioxane was treated with 0.6 ml of phenyl chloroformate and 0.42 ml of pyridine and stirred at room temperature for 3 hours. 1.03 g of aminoacetonitrile were then added and the mixture was stirred at 100° until carbonate was no longer present according to thin-layer chromatography. After evaporation, the residue was taken up in chloroform, washed twice with water and saturated sod... Procedure: To a solution of (±)-6-acetoxy-2-methoxy-2,5,7,8-tetramethylchroman in 2500 ml. of acetone was added 2000 ml. of H 2 O followed by 16.6 ml. of concentrated aqueous HCl. Solvent was distilled from the stirred mixture until the head temperature reached 90° centigrade. The suspension was cooled in an H 2 O bath to 50° centigrade. At 70° centigrade, 2000 ml. of acetone was added, giving a clear solution. The solution was seeded occasionally until crystallization began. After 3.5 hours, 1500 ml. of H... Reaction conditions: time 3.5 hour. RXN SMILES: [C:1]([O:4][C:5]1[C:6]([CH3:20])=[C:7]2[C:12](=[C:13]([CH3:16])[C:14]=1[CH3:15])[O:11][C:10]([O:18]C)([CH3:17])[CH2:9][CH2:8]2)(=[O:3])[CH3:2].Cl>CC(C)=O>[C:1]([O:4][C:5]1[C:6]([CH3:20])=[C:7]2[C:12](=[C:13]([CH3:16])[C:14]=1[CH3:15])[O:11][C:10]([OH:18])([CH3:17])[CH2:9][CH2:8]2)(=[O:3])[CH3:2]. The solvent is CC(=O)C (acetone). Reactants: C(C)(=O)OC=1C(=C2CCC(OC2=C(C1C)C)(C)OC)C ((±)-6-acetoxy-2-methoxy-2,5,7,8-tetramethylchroman), Cl (HCl). The product is C(C)(=O)OC=1C(=C2CCC(OC2=C(C1C)C)(C)O)C ((±)-6-acetoxy-2-hydroxy-2,5,7,8-tetramethylchroman). The reactants are C1(=CC=CC=C1)COC1=CC2=C(CCC(O2)C=O)C=C1 (racemic-3,4-dihydro-7-(phenylmethoxy)-2H-1-benzopyran-2-carboxaldehyde), C1(=CC=CC=C1)P(=CC=CC(=O)OCC)(C1=CC=CC=C1)C1=CC=CC=C1 (ethyl 4(triphenylphosphoranylidene)-2-butenoate). Run in C1(=CC=CC=C1)C (toluene). The product is crude product, C(C)OC(C=CC=CC1OC2=C(CC1)C=CC(=C2)OCC2=CC=CC=C2)=O (racemic-5-[3,4-dihydro-7-(phenylmethoxy)-2H-1-benzopyran-2-yl]-2,4-pentadienoic acid ethyl ester). Yield: 30.2%. RXN SMILES: [C:1]1([CH2:7][O:8][C:9]2[CH:20]=[CH:19][C:12]3[CH2:13][CH2:14][CH:15]([CH:17]=O)[O:16][C:11]=3[CH:10]=2)[CH:6]=[CH:5][CH:4]=[CH:3][CH:2]=1.C1(P(C2C=CC=CC=2)(C2C=CC=CC=2)=[CH:28][CH:29]=[CH:30][C:31]([O:33][CH2:34][CH3:35])=[O:32])C=CC=CC=1>C1(C)C=CC=CC=1>[CH2:34]([O:33][C:31](=[O:32])[CH:30]=[CH:29][CH:28]=[CH:17][CH:15]1[CH2:14][CH2:13][C:12]2[CH:19]=[CH:20][C:9]([O:8][CH2:7][C:1]3[CH:2]=[CH:3][CH:4]=[CH:5][CH:6]=3)=[CH:10][C:11]=2[O:16]1)[CH3:35]. Reported procedure: Using the procedure of example 30, 2.7 g (10 mmoles) of the aldehyde product from example 83 was condensed with 4.4 g (12 mmoles) of ethyl 4(triphenylphosphoranylidene)-2-butenoate in 30 ml of toluene (3.5 hr at 100° C.). Chromatography of the crude product of 100 g of silica gel gave 1.1 g (30%) of racemic-5-[3,4-dihydro-7-(phenylmethoxy)-2H-1-benzopyran-2-yl]-2,4-pentadienoic acid ethyl ester (mixture of E- and Z-isomers) as a yellow oil eluted with toluene and 19:1 toluene-ethyl acetate. Starting materials: ClC1=CC=C(C=C1)C1=NSC2=C1C=CC(=C2)OS(=O)(=O)C(F)(F)F (Trifluoro-methanesulfonic acid 3-(4-chloro-phenyl)-benzo[d]isothiazol-6-yl ester), C(CC#C)O (3-butyn-1-ol). The product is ClC1=CC=C(C=C1)C1=NSC2=C1C=CC(=C2)C#CCCO (4-[3-(4-Chloro-phenyl)-benzo[d]isothiazol-6-yl]-but-3-yn-1-ol). Reaction SMILES: [Cl:1][C:2]1[CH:7]=[CH:6][C:5]([C:8]2[C:12]3[CH:13]=[CH:14][C:15](OS(C(F)(F)F)(=O)=O)=[CH:16][C:11]=3[S:10][N:9]=2)=[CH:4][CH:3]=1.[CH2:25]([OH:29])[CH2:26][C:27]#[CH:28]>>[Cl:1][C:2]1[CH:7]=[CH:6][C:5]([C:8]2[C:12]3[CH:13]=[CH:14][C:15]([C:28]#[C:27][CH2:26][CH2:25][OH:29])=[CH:16][C:11]=3[S:10][N:9]=2)=[CH:4][CH:3]=1. Reported procedure: In analogy to example 14.1, Trifluoro-methanesulfonic acid 3-(4-chloro-phenyl)-benzo[d]isothiazol-6-yl ester and 3-butyn-1-ol were converted to yield 4-[3-(4-Chloro-phenyl)-benzo[d]isothiazol-6-yl]-but-3-yn-1-ol as yellow solid, mp: 128-129° C., MS: 313 (M, 1 Cl). The reactants are 50g, COC1=C(C(=O)O)C=C(C(=C1)N)Cl (2-methoxy-4-amino-5-chlorobenzoic acid), Cl (HCl), CO (methanol). Reaction conditions: time 8 hour. Yields the product COC1=C(C(=O)OC)C=C(C(=C1)N)Cl (methyl 2-methoxy-4-amino-5-chlorobenzoate). RXN SMILES: [CH3:1][O:2][C:3]1[CH:11]=[C:10]([NH2:12])[C:9]([Cl:13])=[CH:8][C:4]=1[C:5]([OH:7])=[O:6].Cl.[CH3:15]O>>[CH3:1][O:2][C:3]1[CH:11]=[C:10]([NH2:12])[C:9]([Cl:13])=[CH:8][C:4]=1[C:5]([O:7][CH3:15])=[O:6]. Procedure: To a solution of 50g of 2-methoxy-4-amino-5-chlorobenzoic acid in 500 ml of methanol is added HCl gas until all the material dissolves. Stirring is continued overnight, the solvent removed, ether added, filtered, dried over magnesium sulfate and evaporated to dryness to obtain methyl 2-methoxy-4-amino-5-chlorobenzoate which is used directly in the next step. Run at time 48 hour. The reagents and catalysts are C=1C=CC(=CC1)[P](C=2C=CC=CC2)(C=3C=CC=CC3)[Pd]([P](C=4C=CC=CC4)(C=5C=CC=CC5)C=6C=CC=CC6)([P](C=7C=CC=CC7)(C=8C=CC=CC8)C=9C=CC=CC9)[P](C=1C=CC=CC1)(C=1C=CC=CC1)C=1C=CC=CC1 (tetrakis(triphenylphosphine)palladium), [Cu]I (copper(I) iodide). Procedure details: A solution of methyl (Z)-[2-methyl-4-[3(4-iodophenyl)-3-(4-methylphenyl)allyloxy]-phenoxy]acetate (310 mg, 0.587 mmol; example 3) in a mixture of tetrahydrofuran (9 mL) and triethylamine (9 mL) was degassed and 2-ethynylpyridine (121 mg, 1.17 mmol) was added in argon atmosphere. The solution was cooled down; tetrakis(triphenylphosphine)palladium (55 mg, 0.047 mmol) and copper(I) iodide (17.8 mg, 0.094 mmol) were added. The reaction mixture was stirred at ambient temperature for 48 h, then evapor... The reactants are CC1=C(OCC(=O)OC)C=CC(=C1)OC\C=C(\C1=CC=C(C=C1)C)/C1=CC=C(C=C1)I (methyl (Z)-[2-methyl-4-[3(4-iodophenyl)-3-(4-methylphenyl)allyloxy]-phenoxy]acetate), C(#C)C1=NC=CC=C1 (2-ethynylpyridine). The solvent is O1CCCC1 (tetrahydrofuran), C(C)N(CC)CC (triethylamine). Yields the product CC1=C(OCC(=O)OC)C=CC(=C1)OC\C=C(/C1=CC=C(C=C1)C#CC1=NC=CC=C1)\C1=CC=C(C=C1)C (methyl (Z)-[2-methyl-4-[3(4-methylphenyl)-3-[4-(pyridin-2-ylethynyl)phenyl]allyloxy]-phenoxy]acetate). As a reaction SMILES: [CH3:1][C:2]1[CH:13]=[C:12]([O:14][CH2:15]/[CH:16]=[C:17](\[C:25]2[CH:30]=[CH:29][C:28](I)=[CH:27][CH:26]=2)/[C:18]2[CH:23]=[CH:22][C:21]([CH3:24])=[CH:20][CH:19]=2)[CH:11]=[CH:10][C:3]=1[O:4][CH2:5][C:6]([O:8][CH3:9])=[O:7].[C:32]([C:34]1[CH:39]=[CH:38][CH:37]=[CH:36][N:35]=1)#[CH:33]>O1CCCC1.C(N(CC)CC)C.C1C=CC([P]([Pd]([P](C2C=CC=CC=2)(C2C=CC=CC=2)C2C=CC=CC=2)([P](C2C=CC=CC=2)(C2C=CC=CC=2)C2C=CC=CC=2)[P](C2C=CC=CC=2)(C2C=CC=CC=2)C2C=CC=CC=2)(C2C=CC=CC=2)C2C=CC=CC=2)=CC=1.[Cu]I>[CH3:1][C:2]1[CH:13]=[C:12]([O:14][CH2:15]/[CH:16]=[C:17](/[C:18]2[CH:23]=[CH:22][C:21]([CH3:24])=[CH:20][CH:19]=2)\[C:25]2[CH:26]=[CH:27][C:28]([C:33]#[C:32][C:34]3[CH:39]=[CH:38][CH:37]=[CH:36][N:35]=3)=[CH:29][CH:30]=2)[CH:11]=[CH:10][C:3]=1[O:4][CH2:5][C:6]([O:8][CH3:9])=[O:7] |^1:55,57,76,95|.